This data is from the Open Reaction Database (ORD), a public repository of structured organic reaction records. The task is: describe an organic reaction: reactants, conditions, products, and yield The reactants are C(C1=CC=CC=C1)(=O)Cl (benzoyl chloride), C#N (hydrocyanic acid), [C-]#N.[Na+] (sodium cyanide). The product is C(C1=CC=CC=C1)(=O)C#N (benzoyl cyanide). As a reaction SMILES: [C:1](Cl)(=[O:8])[C:2]1[CH:7]=[CH:6][CH:5]=[CH:4][CH:3]=1.[CH:10]#[N:11].[C-]#N.[Na+]>>[C:1]([C:10]#[N:11])(=[O:8])[C:2]1[CH:7]=[CH:6][CH:5]=[CH:4][CH:3]=1 |f:2.3|. Procedure: Process as claimed in claim 1 wherein benzoyl chloride is heated in the presence of hydrocyanic acid anhydrous pyridine and sodium cyanide, to form benzoyl cyanide. Starting materials: C1CCOC1, COC(C(=O)NC1CSCCN(CCN(C)C)C1=O)C1OC(C)(C)OC(C=CC(C)(C)C)C1O, O=C(O)C(F)(F)F, O. Yields the product COC(C(=O)NC1CSCCN(CCN(C)C)C1=O)C(O)C(O)C(O)C=CC(C)(C)C. As a reaction SMILES: [CH2:43]1[O:44][CH2:45][CH2:46][CH2:47]1.[CH3:1][N:2]([CH2:3][CH2:4][N:5]1[CH2:6][CH2:7][S:8][CH2:9][CH:10]([NH:13][C:14]([CH:15]([O:16][CH3:17])[CH:18]2[O:19][C:20]([CH3:31])([CH3:32])[O:21][CH:22]([CH:25]=[CH:26][C:27]([CH3:28])([CH3:29])[CH3:30])[CH:23]2[OH:24])=[O:33])[C:11]1=[O:12])[CH3:34].[F:36][C:37]([F:38])([F:39])[C:40]([OH:41])=[O:42].[OH2:35]>>[CH3:1][N:2]([CH2:3][CH2:4][N:5]1[CH2:6][CH2:7][S:8][CH2:9][CH:10]([NH:13][C:14]([CH:15]([O:16][CH3:17])[CH:18]([OH:19])[CH:23]([CH:22]([OH:21])[CH:25]=[CH:26][C:27]([CH3:28])([CH3:29])[CH3:30])[OH:24])=[O:33])[C:11]1=[O:12])[CH3:34]. Reactants: COC(=O)C=1C(=C(C=C(C1)Cl)C1=CC(=CC=C1)[N+](=O)[O-])OC (5-Chloro-2-methoxy-3′-nitro-biphenyl-3-carboxylic acid methyl ester), [OH-].[K+] (KOH). The solvent is C1CCOC1 (THF). Reaction conditions: time 16 hour. Product: ClC=1C=C(C(=C(C1)C1=CC(=CC=C1)[N+](=O)[O-])OC)C(=O)O (5-Chloro-2-methoxy-3′-nitro-biphenyl-3-carboxylic acid). Reaction SMILES: C[O:2][C:3]([C:5]1[C:6]([O:21][CH3:22])=[C:7]([C:12]2[CH:17]=[CH:16][CH:15]=[C:14]([N+:18]([O-:20])=[O:19])[CH:13]=2)[CH:8]=[C:9]([Cl:11])[CH:10]=1)=[O:4].[OH-].[K+]>C1COCC1>[Cl:11][C:9]1[CH:10]=[C:5]([C:3]([OH:4])=[O:2])[C:6]([O:21][CH3:22])=[C:7]([C:12]2[CH:17]=[CH:16][CH:15]=[C:14]([N+:18]([O-:20])=[O:19])[CH:13]=2)[CH:8]=1 |f:1.2|. Procedure details: 5-Chloro-2-methoxy-3′-nitro-biphenyl-3-carboxylic acid methyl ester 43 (0.59 g, 1.8 mmol) is dissolved in THF (1.8 mL) and treated with a solution of 2 N methanolic KOH (1.8 mL, 3.7 mmol). After 16 h, the solvent is removed under reduced pressure, followed by dilution with 5 mL of 1 M HCl and 10 mL of ice cold water. The resulting precipitate is isolated by filtration, rinsed with water and dried yielding 5-Chloro-2-methoxy-3′-nitro-biphenyl-3-carboxylic acid 44 Starting materials: [OH-].[Na+] (sodium hydroxide), ethanolic suspension, C(C)(C)(C)OC(=O)NCC(CCCC(=O)OCC)C1=CC=CC=C1 (ethyl 6-(t-butoxycarbonylamino)-5-phenylhexanoate). The solvent is O (water). Reaction conditions: time 1 hour. Yields the product C(C)(C)(C)OC(=O)NCC(CCCC(=O)O)C1=CC=CC=C1 (6-(t-butoxycarbonylamino)-5-phenylhexanoic acid). RXN SMILES: [C:1]([O:5][C:6]([NH:8][CH2:9][CH:10]([C:19]1[CH:24]=[CH:23][CH:22]=[CH:21][CH:20]=1)[CH2:11][CH2:12][CH2:13][C:14]([O:16]CC)=[O:15])=[O:7])([CH3:4])([CH3:3])[CH3:2].[OH-].[Na+]>O>[C:1]([O:5][C:6]([NH:8][CH2:9][CH:10]([C:19]1[CH:20]=[CH:21][CH:22]=[CH:23][CH:24]=1)[CH2:11][CH2:12][CH2:13][C:14]([OH:16])=[O:15])=[O:7])([CH3:4])([CH3:2])[CH3:3] |f:1.2|. Procedure details: To 370 ml of an ethanolic suspension containing 37.0 g of ethyl 6-(t-butoxycarbonylamino)-5-phenylhexanoate [prepared as described in step (b) above] were added 79 ml of water containing 8.8 g of sodium hydroxide. The reaction mixture was stirred for 1 hour at room temperature and then the solvent was distilled off under reduced pressure. The residue was mixed with ethyl acetate and water, and the aqueous layer was adjusted to a pH value of 3 by the addition of concentrated hydrochloric acid. Th... Procedure: 2α,3α-Epoxy-16β-(4-hydroxy-1-piperidinyl)-5α-androstane-17-one is reduced by using sodium borohydride as described in Example 2 to give the title product in a yield of 86.06%, m.p.: 204°-206° C. Yield: 86.1%. The reactants are O1[C@H]2[C@@H]1C[C@@H]1CC[C@H]3[C@@H]4C[C@@H](C([C@@]4(C)CC[C@@H]3[C@]1(C2)C)=O)N2CCC(CC2)O (2α,3α-Epoxy-16β-(4-hydroxy-1-piperidinyl)-5α-androstane-17-one), [BH4-].[Na+] (sodium borohydride). As a reaction SMILES: [O:1]1[C@H:3]2[CH2:4][C@H:5]3[C@:18]([CH3:20])([CH2:19][C@@H:2]12)[C@@H:17]1[C@H:8]([C@H:9]2[C@@:13]([CH2:15][CH2:16]1)([CH3:14])[C:12](=[O:21])[C@@H:11]([N:22]1[CH2:27][CH2:26][CH:25]([OH:28])[CH2:24][CH2:23]1)[CH2:10]2)[CH2:7][CH2:6]3.[BH4-].[Na+]>>[O:1]1[C@H:3]2[CH2:4][C@H:5]3[C@:18]([CH3:20])([CH2:19][C@@H:2]12)[C@@H:17]1[C@H:8]([C@H:9]2[C@@:13]([CH2:15][CH2:16]1)([CH3:14])[C@@H:12]([OH:21])[C@@H:11]([N:22]1[CH2:27][CH2:26][CH:25]([OH:28])[CH2:24][CH2:23]1)[CH2:10]2)[CH2:7][CH2:6]3 |f:1.2|. Product: O1[C@H]2[C@@H]1C[C@@H]1CC[C@H]3[C@@H]4C[C@@H]([C@@H]([C@@]4(C)CC[C@@H]3[C@]1(C2)C)O)N2CCC(CC2)O (2α,3α-epoxy-16β-(4-hydroxy-1-piperidinyl)-5α-androstane-17β-ol).